describe an organic reaction: reactants, conditions, products, and yield From a dataset of the Open Reaction Database (ORD), a public repository of structured organic reaction records. The product is BrC1=CC=C(C=C1)C(=O)C=1C=NC(=CC1)Cl ((4-bromo-phenyl)-(6-chloro-pyridin-3-yl)-methanone). Reaction conditions: temperature 0 celsius, time 1 hour. The reactants are Cl (HCl), CON(C(=O)C1=NC(=CC=C1)Cl)C (6-chloro-pyridine-2-carboxylic acid methoxy-methyl-amide), [Li]CCCC (n-BuLi), BrC1=CC=C(C=C1)Br (1,4-dibromobenzene), C1CCOC1 (THF), C1CCOC1 (THF). RXN SMILES: CON(C)C([C:6]1[CH:11]=[CH:10][CH:9]=[C:8]([Cl:12])[N:7]=1)=O.[Li]CCCC.Br[C:20]1[CH:25]=[CH:24][C:23]([Br:26])=[CH:22][CH:21]=1.Cl.C1C[O:31][CH2:30]C1>>[Br:26][C:23]1[CH:24]=[CH:25][C:20]([C:30]([C:11]2[CH:6]=[N:7][C:8]([Cl:12])=[CH:9][CH:10]=2)=[O:31])=[CH:21][CH:22]=1. Procedure details: 10 g of 6-chloro-pyridine-2-carboxylic acid are dissolved in 50 ml of thionyl chloride and heated under reflux for 3.5 h. The solution is cooled and freed from excess thionyl chloride under reduced pressure. The crude product is taken up in 60 ml of methylene chloride and treated with 7.22 g of N,O-dimethyl-hydroxylamine.hydrochloride 25 ml of NEt3 in 30 ml of CH2Cl2 are added while cooling with ice and the solution is stirred at RT for 1.5 h., the suspension is filtered and the filtrate is wash... Reactants: CCOc1cc(C(C)(C)C)ncc1C1=NC(C)(c2ccc(Cl)cc2)C(C)(c2ccc(Cl)cc2)N1C(=O)N1CCC(CC(=O)O)CC1, Nc1cccnc1. Yields the product CCOc1cc(C(C)(C)C)ncc1C1=NC(C)(c2ccc(Cl)cc2)C(C)(c2ccc(Cl)cc2)N1C(=O)N1CCC(CC(=O)Nc2cccnc2)CC1. As a reaction SMILES: [C:1]([CH3:2])([CH3:3])([CH3:4])[c:5]1[cH:6][c:7]([O:44][CH2:45][CH3:46])[c:8]([C:11]2=[N:15][C:14]([CH3:16])([c:17]3[cH:18][cH:19][c:20]([Cl:23])[cH:21][cH:22]3)[C:13]([CH3:24])([c:25]3[cH:26][cH:27][c:28]([Cl:31])[cH:29][cH:30]3)[N:12]2[C:32](=[O:33])[N:34]2[CH2:35][CH2:36][CH:37]([CH2:40][C:41](=[O:42])[OH:43])[CH2:38][CH2:39]2)[cH:9][n:10]1.[NH2:47][c:48]1[cH:49][n:50][cH:51][cH:52][cH:53]1>>[C:1]([CH3:2])([CH3:3])([CH3:4])[c:5]1[cH:6][c:7]([O:44][CH2:45][CH3:46])[c:8]([C:11]2=[N:15][C:14]([CH3:16])([c:17]3[cH:18][cH:19][c:20]([Cl:23])[cH:21][cH:22]3)[C:13]([CH3:24])([c:25]3[cH:26][cH:27][c:28]([Cl:31])[cH:29][cH:30]3)[N:12]2[C:32](=[O:33])[N:34]2[CH2:35][CH2:36][CH:37]([CH2:40][C:41](=[O:42])[NH:47][c:48]3[cH:49][n:50][cH:51][cH:52][cH:53]3)[CH2:38][CH2:39]2)[cH:9][n:10]1. Reactants: [BH3-]C#N, CC1CN(Cc2ccccc2)CCC1=O, CO, CN, Cl, Cl, [K+], [Na+], [OH-]. The product is CNC1CCN(Cc2ccccc2)CC1C. As a reaction SMILES: [C:21](#[N:22])[BH3-:23].[CH2:6]([c:7]1[cH:8][cH:9][cH:10][cH:11][cH:12]1)[N:13]1[CH2:14][CH:15]([CH3:20])[C:16](=[O:19])[CH2:17][CH2:18]1.[CH3:26][OH:27].[CH3:2][NH2:3].[ClH:1].[ClH:25].[K+:5].[Na+:24].[OH-:4]>>[CH2:6]([c:7]1[cH:8][cH:9][cH:10][cH:11][cH:12]1)[N:13]1[CH2:14][CH:15]([CH3:20])[CH:16]([NH:22][CH3:21])[CH2:17][CH2:18]1. Reactants: C[Al](C)C, Cc1ccccc1, COc1cc(COc2cc(N)[nH]n2)cc(OC)c1, COC(=O)c1cnc(N2CCN(C3CC3)CC2)nc1, Cl. Yields the product COc1cc(COc2cc(NC(=O)c3cnc(N4CCN(C5CC5)CC4)nc3)[nH]n2)cc(OC)c1. As a reaction SMILES: [CH3:1][Al:2]([CH3:3])[CH3:4].[CH3:43][c:44]1[cH:45][cH:46][cH:47][cH:48][cH:49]1.[CH3:5][O:6][c:7]1[cH:8][c:9]([CH2:15][O:16][c:17]2[cH:18][c:19]([NH2:22])[nH:20][n:21]2)[cH:10][c:11]([O:13][CH3:14])[cH:12]1.[CH:24]1([N:27]2[CH2:28][CH2:29][N:30]([c:33]3[n:34][cH:35][c:36]([C:39](=[O:40])[O:41][CH3:42])[cH:37][n:38]3)[CH2:31][CH2:32]2)[CH2:25][CH2:26]1.[ClH:23]>>[CH3:5][O:6][c:7]1[cH:8][c:9]([CH2:15][O:16][c:17]2[cH:18][c:19]([NH:22][C:39]([c:36]3[cH:35][n:34][c:33]([N:30]4[CH2:29][CH2:28][N:27]([CH:24]5[CH2:25][CH2:26]5)[CH2:32][CH2:31]4)[n:38][cH:37]3)=[O:40])[nH:20][n:21]2)[cH:10][c:11]([O:13][CH3:14])[cH:12]1.